From a dataset of the Open Reaction Database (ORD), a public repository of structured organic reaction records. describe an organic reaction: reactants, conditions, products, and yield Starting materials: CC(C)(C)OC(=O)NCCCO, O, Cc1ccc(S(=O)(=O)Cl)cc1, c1ccncc1. Yields the product Cc1ccc(S(=O)(=O)OCCCNC(=O)OC(C)(C)C)cc1. RXN SMILES: [C:1]([CH3:2])([CH3:3])([CH3:4])[O:5][C:6](=[O:7])[NH:8][CH2:9][CH2:10][CH2:11][OH:12].[OH2:24].[c:13]1([CH3:23])[cH:14][cH:15][c:16]([S:19](=[O:20])(=[O:21])[Cl:22])[cH:17][cH:18]1.[cH:25]1[cH:26][cH:27][n:28][cH:29][cH:30]1>>[C:1]([CH3:2])([CH3:3])([CH3:4])[O:5][C:6](=[O:7])[NH:8][CH2:9][CH2:10][CH2:11][O:12][S:19]([c:16]1[cH:15][cH:14][c:13]([CH3:23])[cH:18][cH:17]1)(=[O:20])=[O:21].